From a dataset of the Open Reaction Database (ORD), a public repository of structured organic reaction records. describe an organic reaction: reactants, conditions, products, and yield Run in CO (methanol). The reactants are Cl (Hydrogen chloride), C(C)(C)(C)OC(=O)N1CCC(CC1)C1=NC=C(C=N1)C(=O)OC (methyl 2-(1-(tert-butoxycarbonyl)piperidin-4-yl)pyrimidine-5-carboxylate). Conditions: time 18 hour. Yield: 89.2%. The product is N1CCC(CC1)C1=NC=C(C=N1)C(=O)OC (methyl 2-(piperidin-4-yl)pyrimidine-5-carboxylate). Reported procedure: Hydrogen chloride (4M in 1,4-dioxane, 3.04 ml, 12.15 mmol) was added to a stirred suspension of methyl 2-(1-(tert-butoxycarbonyl)piperidin-4-yl)pyrimidine-5-carboxylate (976 mg, 3.04 mmol) in methanol (15.20 ml) at 25° C. The resulting solution was stirred at ambient temperature for 18 hours. The reaction mixture was purified by ion exchange chromatography, using an SCX column. The desired product was eluted from the column using 7M NH3/MeOH and evaporated to dryness to afford methyl 2-(piperidi... As a reaction SMILES: Cl.C(OC([N:9]1[CH2:14][CH2:13][CH:12]([C:15]2[N:20]=[CH:19][C:18]([C:21]([O:23][CH3:24])=[O:22])=[CH:17][N:16]=2)[CH2:11][CH2:10]1)=O)(C)(C)C>CO>[NH:9]1[CH2:14][CH2:13][CH:12]([C:15]2[N:16]=[CH:17][C:18]([C:21]([O:23][CH3:24])=[O:22])=[CH:19][N:20]=2)[CH2:11][CH2:10]1. Reactants: N(=[N+]=[N-])C=1C=C(C2=C(N=C(S2)NC(=O)NCC)C1)Br (1-(5-azido-7-bromo-1,3-benzothiazol-2-yl)-3-ethylurea), C=O (formaldehyde), CN (methylamine), N(=[N+]=[N-])C=1C=C(C2=C(N=C(S2)N2C(N(CN(C2)C)CC)=O)C1)Br (1-(5-azido-7-bromo-1,3-benzothiazol-2-yl)-3-ethyl-5-methyl-1,3,5-triazinan-2-one), C(C)OC(C#C)OCC (3,3-diethoxyprop-1-yne), CCN(C(C)C)C(C)C (DIPEA). The reagents and catalysts are [Cu]I (CuI). Run in CN(C)C=O (DMF), O (H2O), CO (MeOH). Run at temperature 80 celsius, time 8 hour. Yields the product BrC1=CC(=CC=2N=C(SC21)N2C(N(CN(C2)C)CC)=O)N2N=NC(=C2)C(OCC)OCC (1-{7-bromo-5-[4-(diethoxymethyl)-1H-1,2,3-triazol-1-yl]-1,3-benzothiazol-2-yl}-3-ethyl-5-methyl-1,3,5-triazinan-2-one). As a reaction SMILES: N(C1C=C(Br)C2SC(NC(NCC)=O)=NC=2C=1)=[N+]=[N-].C=O.CN.[N:24]([C:27]1[CH:28]=[C:29]([Br:46])[C:30]2[S:34][C:33]([N:35]3[CH2:40][N:39]([CH3:41])[CH2:38][N:37]([CH2:42][CH3:43])[C:36]3=[O:44])=[N:32][C:31]=2[CH:45]=1)=[N+:25]=[N-:26].[CH2:47]([O:49][CH:50]([O:53][CH2:54][CH3:55])[C:51]#[CH:52])[CH3:48].CCN(C(C)C)C(C)C>CO.CN(C=O)C.[Cu]I.O>[Br:46][C:29]1[C:30]2[S:34][C:33]([N:35]3[CH2:40][N:39]([CH3:41])[CH2:38][N:37]([CH2:42][CH3:43])[C:36]3=[O:44])=[N:32][C:31]=2[CH:45]=[C:27]([N:24]2[CH:52]=[C:51]([CH:50]([O:53][CH2:54][CH3:55])[O:49][CH2:47][CH3:48])[N:26]=[N:25]2)[CH:28]=1. Procedure: Compound i (1.68 g, 4.89 mmol) was suspended in MeOH (65 mL) and formaldehyde (37 wt % in H2O, 7.94 g, 97.9 mmol) then methylamine (2 M in MeOH, 24.5 mL, 49 mmol) added. The suspension was heated to 80° C. for 5 h. H2O was added and the mixture extracted with EtOAc and then DCM. The organic layers were dried (Na2SO4), filtrated and concentrated in vacuo to give a residue that contained 1-(5-azido-7-bromo-1,3-benzothiazol-2-yl)-3-ethyl-5-methyl-1,3,5-triazinan-2-one (1.31 g). A part of this mixtu...